This data is from the Open Reaction Database (ORD), a public repository of structured organic reaction records. The task is: describe an organic reaction: reactants, conditions, products, and yield Reactants: O=C1N(CCN1C1CCOCC1)C(=O)Cl (2-oxo-3-(tetrahydro-2H-pyran-4-yl)imidazolidine-1-carbonyl chloride), O (water), FC=1C=C(N)C=CC1OC1=CC(=NC=C1)C=1C=NN(C1)C (3-fluoro-4-((2-(1-methyl-1H-pyrazol-4-yl)pyridin-4-yl)oxy)aniline), TEA. Run in C(Cl)Cl (DCM), C(Cl)Cl (DCM). Reaction conditions: time 1 hour. The product is FC=1C=C(C=CC1OC1=CC(=NC=C1)C=1C=NN(C1)C)NC(=O)N1C(N(CC1)C1CCOCC1)=O (N-(3-fluoro-4-((2-(1-methyl-1H-pyrazol-4-yl)pyridin-4-yl)oxy)phenyl)-2-oxo-3-(tetrahydro-2H-pyran-4-yl)imidazolidine-1-carboxamide). Yield: 60.7%. As a reaction SMILES: [F:1][C:2]1[CH:3]=[C:4]([CH:6]=[CH:7][C:8]=1[O:9][C:10]1[CH:15]=[CH:14][N:13]=[C:12]([C:16]2[CH:17]=[N:18][N:19]([CH3:21])[CH:20]=2)[CH:11]=1)[NH2:5].[O:22]=[C:23]1[N:27]([CH:28]2[CH2:33][CH2:32][O:31][CH2:30][CH2:29]2)[CH2:26][CH2:25][N:24]1[C:34](Cl)=[O:35].O>C(Cl)Cl>[F:1][C:2]1[CH:3]=[C:4]([NH:5][C:34]([N:24]2[CH2:25][CH2:26][N:27]([CH:28]3[CH2:33][CH2:32][O:31][CH2:30][CH2:29]3)[C:23]2=[O:22])=[O:35])[CH:6]=[CH:7][C:8]=1[O:9][C:10]1[CH:15]=[CH:14][N:13]=[C:12]([C:16]2[CH:17]=[N:18][N:19]([CH3:21])[CH:20]=2)[CH:11]=1. Reported procedure: A 0° C. mixture of 3-fluoro-4-((2-(1-methyl-1H-pyrazol-4-yl)pyridin-4-yl)oxy)aniline (0.150 g, 0.528 mmol) and TEA (0.1 mL, 0.716 mmol) in DCM (5 mL) was treated with a solution of Example B2 (0.164 g, 0.705 mmol) in DCM (1.5 mL), warmed to RT and stirred for 1 h. The mixture was treated with water, stirred for 10 min, the layers separated and the organic layer dried over Na2SO4, concentrated to dryness and purified via silica gel chromatography (MeOH/DCM). The material was treated with DCM, son... Starting materials: DNA, solution, oligo(dA) cellulose, 500, OP(OP(O)(OP(O)(O)=O)=O)(OC[C@@H]1[C@@H](O)C[C@H](N2C(NC(C(C)=C2)=O)=O)O1)=O (dTTP), Tris-CHl, C(CN(CC(=O)O)CC(=O)O)N(CC(=O)O)CC(=O)O (EDTA), C(C(CO)(CO)N)O.Cl (Tris-HCl), [Mg+2].[Cl-].[Cl-] (MgCl2), 81. Run in solution, [Na+].[Cl-] (NaCl), [Na+].[Cl-] (NaCl). Reported procedure: To 300 μl of a solution comprising 10 mM Tris-HCl (pH 7.5), 6 mM MgCl2 and 10 mM NaCl, there was added 400 μg of pCDV1 [Okayama & Berg: Mol. Cell. Biol., 3, 280 (1983)] and, after further addition of 500 units of KpnI, the reaction was carried out at 37° C. for 6 hours, whereby the plasmid was cleaved at the KpnI site. The DNA recovered byphenol-chloroform extraction followed by ethanol precipitation. About 200 μg of the KpnI-cleaved DNA was added to 200 μl of a solution prepared by adding dTTP ... Product: CC1=CN(C(=O)NC1=O)[C@H]2C[C@@H]([C@H](O2)COP(=O)(O)O)O (poly(dT)). As a reaction SMILES: C(O)C(N)(CO)CO.Cl.[Mg+2].[Cl-].[Cl-].[OH:13][P:14](=[O:41])([O:24][CH2:25][C@H:26]1[O:40][C@@H:30]([N:31]2[CH:37]=[C:35]([CH3:36])[C:34](=[O:38])[NH:33][C:32]2=[O:39])[CH2:29][C@@H:27]1[OH:28])[O:15]P(=O)(OP(=O)(O)O)O.C(N(CC(O)=O)CC(O)=O)CN(CC(O)=O)CC(O)=O>[Na+].[Cl-]>[CH3:36][C:35]1[C:34](=[O:38])[NH:33][C:32](=[O:39])[N:31]([C@@H:30]2[O:40][C@H:26]([CH2:25][O:24][P:14]([OH:15])([OH:41])=[O:13])[C@@H:27]([OH:28])[CH2:29]2)[CH:37]=1 |f:0.1,2.3.4,7.8|. Conditions: time 6 hour. The reactants are CCCC(=O)c1cnc2c(N3C(=O)c4ccccc4C3=O)cccc2c1Nc1ccccc1C, CCO, NN, O. The product is CCCC(=O)c1cnc2c(N)cccc2c1Nc1ccccc1C. RXN SMILES: [C:1]([CH2:2][CH2:3][CH3:4])(=[O:5])[c:6]1[cH:7][n:8][c:9]2[c:10]([N:24]3[C:25](=[O:26])[c:27]4[cH:28][cH:29][cH:30][cH:31][c:32]4[C:33]3=[O:34])[cH:11][cH:12][cH:13][c:14]2[c:15]1[NH:16][c:17]1[c:18]([CH3:23])[cH:19][cH:20][cH:21][cH:22]1.[CH3:38][CH2:39][OH:40].[NH2:36][NH2:37].[OH2:35]>>[C:1]([CH2:2][CH2:3][CH3:4])(=[O:5])[c:6]1[cH:7][n:8][c:9]2[c:10]([NH2:24])[cH:11][cH:12][cH:13][c:14]2[c:15]1[NH:16][c:17]1[c:18]([CH3:23])[cH:19][cH:20][cH:21][cH:22]1. Starting materials: CN1CCN(CC1)CCCC1=C(NC=2CCCCC12)C=O (3-[3-(4-Methylpiperazin-1-yl)-propyl]-4,5,6,7-tetrahydro-1H-indole-2-carbaldehyde), C(C)S(=O)(=O)C=1C=C2CC(NC2=CC1)=O (5-ethylsulfonyloxindole). The product is C(C)S(=O)(=O)C=1C=C2/C(/C(NC2=CC1)=O)=C/C=1NC=2CCCCC2C1CCCN1CCN(CC1)C (5-ethanesulfonyl-3-[1-{3-[3-(4-methyl-piperazin-1-yl)-propyl]-4,5,6,7-tetrahydro-1H-indol-2-yl}-meth-(Z)-ylidene]-1,3-dihydro-indol-2-one). Reaction SMILES: [CH3:1][N:2]1[CH2:7][CH2:6][N:5]([CH2:8][CH2:9][CH2:10][C:11]2[C:19]3[CH2:18][CH2:17][CH2:16][CH2:15][C:14]=3[NH:13][C:12]=2[CH:20]=O)[CH2:4][CH2:3]1.[CH2:22]([S:24]([C:27]1[CH:28]=[C:29]2[C:33](=[CH:34][CH:35]=1)[NH:32][C:31](=[O:36])[CH2:30]2)(=[O:26])=[O:25])[CH3:23]>>[CH2:22]([S:24]([C:27]1[CH:28]=[C:29]2[C:33](=[CH:34][CH:35]=1)[NH:32][C:31](=[O:36])/[C:30]/2=[CH:20]\[C:12]1[NH:13][C:14]2[CH2:15][CH2:16][CH2:17][CH2:18][C:19]=2[C:11]=1[CH2:10][CH2:9][CH2:8][N:5]1[CH2:4][CH2:3][N:2]([CH3:1])[CH2:7][CH2:6]1)(=[O:25])=[O:26])[CH3:23]. Reported procedure: 3-[3-(4-Methylpiperazin-1-yl)-propyl]-4,5,6,7-tetrahydro-1H-indole-2-carbaldehyde, prepared as described in Example 2, was condensed with 5-ethylsulfonyloxindole (Example 5) following the procedure described in Example 1 above. The reaction mixture was purified by flash chromatography and eluting with (dichloromethane: methanol 30/1, 20/1, 15/1) to give the desired product.